Dataset: the Open Reaction Database (ORD), a public repository of structured organic reaction records. Task: describe an organic reaction: reactants, conditions, products, and yield Reactants: ClC1=C(C=O)C=CC=N1 (2-chloronicotinaldehyde), [BH4-].[Na+] (sodium borohydride), NC1=C(C(=NN1)NC1=CC(=CC=C1)Cl)C#N (5-amino-3-((3-chlorophenyl)amino)-1H-pyrazole-4-carbonitrile), N1CCCCC1 (piperidine). Solvent: C(C)O (ethanol), CO (MeOH). Run at temperature 85 celsius, time 8 hour. Product: ClC=1C=C(C=CC1)NC1=NNC(=C1C#N)NCC=1C(=NC=CC1)Cl (3-((3-chlorophenyl)amino)-5-(((2-chloropyridin-3-yl)methyl)amino)-1H-pyrazole-4-carbonitrile). Reaction SMILES: [NH2:1][C:2]1[NH:6][N:5]=[C:4]([NH:7][C:8]2[CH:13]=[CH:12][CH:11]=[C:10]([Cl:14])[CH:9]=2)[C:3]=1[C:15]#[N:16].[Cl:17][C:18]1[N:25]=[CH:24][CH:23]=[CH:22][C:19]=1[CH:20]=O.N1CCCCC1.[BH4-].[Na+]>C(O)C.CO>[Cl:14][C:10]1[CH:9]=[C:8]([NH:7][C:4]2[C:3]([C:15]#[N:16])=[C:2]([NH:1][CH2:20][C:19]3[C:18]([Cl:17])=[N:25][CH:24]=[CH:23][CH:22]=3)[NH:6][N:5]=2)[CH:13]=[CH:12][CH:11]=1 |f:3.4|. Procedure: Dissolved 5-amino-3-((3-chlorophenyl)amino)-1H-pyrazole-4-carbonitrile (58 mg) in 4 mL ethanol and added 0.250 mmol of 2-chloronicotinaldehyde followed by a single drop of piperidine. This solution was then heated to 85° C. for 17 hrs, then the ethanol was evaporated and the resulting product was scraped from the reaction vessels. The powder was then resuspended in 4 mL of MeOH and 3 eq. of sodium borohydride was added and left stirring overnight at room temperature. Then MeOH was then evaporate... The reactants are OCc1cc2cc(C(O)(C(F)(F)F)C(F)(F)F)ccc2n1Cc1ccccc1, Cc1ccccc1, O=[Mn]=O. The product is O=Cc1cc2cc(C(O)(C(F)(F)F)C(F)(F)F)ccc2n1Cc1ccccc1. As a reaction SMILES: [CH2:1]([c:2]1[cH:3][cH:4][cH:5][cH:6][cH:7]1)[n:8]1[c:9]([CH2:27][OH:28])[cH:10][c:11]2[cH:12][c:13]([C:17]([C:18]([F:19])([F:20])[F:21])([C:22]([F:23])([F:24])[F:25])[OH:26])[cH:14][cH:15][c:16]12.[CH3:29][c:30]1[cH:31][cH:32][cH:33][cH:34][cH:35]1.[O:36]=[Mn:37]=[O:38]>>[CH2:1]([c:2]1[cH:3][cH:4][cH:5][cH:6][cH:7]1)[n:8]1[c:9]([CH:27]=[O:28])[cH:10][c:11]2[cH:12][c:13]([C:17]([C:18]([F:19])([F:20])[F:21])([C:22]([F:23])([F:24])[F:25])[OH:26])[cH:14][cH:15][c:16]12. The reactants are BrCC(=O)C1=CC(=C(C(=C1)[N+](=O)[O-])O)O (2-bromo-3',4'-dihydroxy-5'-nitroacetophenone), C12(CC3CC(CC(C1)C3)C2)NC(=S)N (1-(1-adamantyl)-2-thiourea). The solvent is C(CCC)O (n-butanol). The product is Br.C12(CC3CC(CC(C1)C3)C2)NC=2SC(=CN2)C2=CC(=C(C(O)=C2)O)[N+](=O)[O-] (5-[2-(1-adamantylamino)-5-thiazolyl]-3-nitropyrocatechol hydrobromide). RXN SMILES: [Br:1][CH2:2][C:3]([C:5]1[CH:10]=[C:9]([N+:11]([O-:13])=[O:12])[C:8]([OH:14])=[C:7]([OH:15])[CH:6]=1)=O.[C:16]12([NH:26][C:27]([NH2:29])=[S:28])[CH2:25][CH:20]3[CH2:21][CH:22]([CH2:24][CH:18]([CH2:19]3)[CH2:17]1)[CH2:23]2>C(O)CCC>[BrH:1].[C:16]12([NH:26][C:27]3[S:28][C:3]([C:5]4[CH:6]=[C:7]([OH:15])[C:8]([OH:14])=[C:9]([N+:11]([O-:13])=[O:12])[CH:10]=4)=[CH:2][N:29]=3)[CH2:25][CH:20]3[CH2:19][CH:18]([CH2:24][CH:22]([CH2:21]3)[CH2:23]1)[CH2:17]2 |f:3.4|. Reported procedure: A suspension of 8.3 g of 2-bromo-3',4'-dihydroxy-5'-nitroacetophenone is treated with 1-(1-adamantyl)-2-thiourea in 90 ml of n-butanol and the mixture is heated to boiling under reflux for 4 hours. After cooling to room temperature, the crystals are filtered under suction and recrystallized from n-butanol. There is obtained 5-[2-(1-adamantylamino)-5-thiazolyl]-3-nitropyrocatechol hydrobromide of m.p. 245°-247°. Reactants: Cl.Cl.N12C[C@@H](C(CC1)CC2)N ((R)-1-azabicyclo[2.2.2]oct-3-ylamine dihydrochloride), [N+](=O)([O-])C1=C(C=CC=C1)/C=C/C(=O)O (E-3-(2-nitrophenyl)propenoic acid). The product is N12C[C@@H](C(CC1)CC2)NC(\C=C\C2=C(C=CC=C2)[N+](=O)[O-])=O ((R)-N-(1-Azabicyclo[2.2.2]oct-3-yl)[E-3-(2-nitrophenyl)propenamide]). Reaction SMILES: Cl.Cl.[N:3]12[CH2:10][CH2:9][CH:6]([CH2:7][CH2:8]1)[C@@H:5]([NH2:11])[CH2:4]2.[N+:12]([C:15]1[CH:20]=[CH:19][CH:18]=[CH:17][C:16]=1/[CH:21]=[CH:22]/[C:23](O)=[O:24])([O-:14])=[O:13]>>[N:3]12[CH2:10][CH2:9][CH:6]([CH2:7][CH2:8]1)[C@@H:5]([NH:11][C:23](=[O:24])/[CH:22]=[CH:21]/[C:16]1[CH:17]=[CH:18][CH:19]=[CH:20][C:15]=1[N+:12]([O-:14])=[O:13])[CH2:4]2 |f:0.1.2|. Procedure details: Prepared as a free base by a method analogous to that described in Example 1 from (R)-1-azabicyclo[2.2.2]oct-3-ylamine dihydrochloride and E-3-(2-nitrophenyl)propenoic acid; MS (ES+) 302 (MH+). The reactants are C(CC(O)(C(=O)O)CC(=O)O)(=O)O (citric acid), COC(=O)C=1SC(=CC1NC1CCC2(CO2)CC1)C#CC(C)(C)C (5-(3,3-dimethyl-but-1-ynyl)-3-(1-oxa-spiro[2.5]oct-6-ylamino]-thiophene-2-carboxylic acid methyl ester), ice water, O[C@@H]1COCC1 ((S)-(+)-3-hydroxytetrahydrofuran), CC(C)(C)[O-].[K+] (KOtBu), C[Si](C)(C)C=[N+]=[N-] (TMSCH2N2). Solvent: ClCCl.CO (dichloromethane MeOH), CN1CCCC1=O (NMP), CN1CCCC1=O (NMP), CN1CCCC1=O (NMP). Run at time 15 minute. Product: COC(=O)C=1SC(=CC1NC1CCC(CC1)(COC1COCC1)O)C#CC(C)(C)C (5-(3,3-dimethyl-but-1-ynyl)-3-[4-hydroxy-4-(tetrahydro-furan-3-yloxymethy)-cyclohexylamino]-thiophene-2-carboxylic acid methyl ester). The yield is 47.8%. RXN SMILES: [OH:1][C@H:2]1[CH2:6][CH2:5][O:4][CH2:3]1.CC([O-])(C)C.[K+].[CH3:13][O:14][C:15]([C:17]1[S:18][C:19]([C:31]#[C:32][C:33]([CH3:36])([CH3:35])[CH3:34])=[CH:20][C:21]=1[NH:22][CH:23]1[CH2:30][CH2:29][C:26]2([O:28][CH2:27]2)[CH2:25][CH2:24]1)=[O:16].C(O)(=O)CC(CC(O)=O)(C(O)=O)O.C[Si](C=[N+]=[N-])(C)C>CN1C(=O)CCC1.ClCCl.CO>[CH3:13][O:14][C:15]([C:17]1[S:18][C:19]([C:31]#[C:32][C:33]([CH3:36])([CH3:35])[CH3:34])=[CH:20][C:21]=1[NH:22][CH:23]1[CH2:30][CH2:29][C:26]([OH:28])([CH2:27][O:1][CH:2]2[CH2:6][CH2:5][O:4][CH2:3]2)[CH2:25][CH2:24]1)=[O:16] |f:1.2,7.8|. Procedure: A solution of (S)-(+)-3-hydroxytetrahydrofuran (259 mg, 2.94 mmol) in dry NMP (1 mL) was added to a solution of KOtBu (271 mg, 2.42 mmol) in dry NMP (1 mL). The reaction was stirred at room temperature for 15 min, then a solution of 5-(3,3-dimethyl-but-1-ynyl)-3-(1-oxa-spiro[2.5]oct-6-ylamino]-thiophene-2-carboxylic acid methyl ester (200 mg, 0.576 mmol) in dry NMP (4.0 mL) was added and the reaction heated in a 40° C. oil bath for 24 h. The reaction was poured into ice water, cooled to 0° C., n... The reactants are N([C@@H](CCCNC(NS(=O)(=O)C1=C(C)C=2CCC(C)(C)OC2C(C)=C1C)=N)C(=O)O)C(=O)OCC1C2=CC=CC=C2C2=CC=CC=C12 (Fmoc-Arg(Pmc)), C(C)[NH-] (ethylamide), C(=O)(C(F)(F)F)O.C1(=CC=CC=C1)OC.O (TFA anisole water), Fmoc-Arg(Pbf)-[4-(4-N-isopropyl)methyl-3-methoxyphenoxy]butyryl, N1([C@H](C(=O)O)CCC1)C(=O)OCC1C2=CC=CC=C2C2=CC=CC=C12 (Fmoc-Pro), peptide. Run at time 50 minute. The product is N([C@@H]([C@@H](C)CC)C(=O)N[C@@H](CCCNC(N)=N)C(=O)NC(C)C)C(=O)C (N-Ac-Ile-Arg-NHCH(CH3)2), FC(C(=O)[O-])(F)F (trifluoroacetate). Reaction SMILES: [N:1]1(C(OCC2C3C(=CC=CC=3)C3C2=CC=CC=3)=O)CC[CH2:6][C@H:2]1[C:3](O)=O.[CH2:26]([NH-:28])C.[NH:29]([C:59]([O:61]CC1C2C(=CC=CC=2)C2C1=CC=CC=2)=O)[C@H:30]([C:56]([OH:58])=O)[CH2:31][CH2:32][CH2:33][NH:34][C:35](=[NH:55])[NH:36]S(C1C(C)=C(C)C2OC(C)(C)CCC=2C=1C)(=O)=O.[C:76]([OH:82])([C:78]([F:81])([F:80])[F:79])=[O:77].[C:83]1(OC)[CH:88]=[CH:87][CH:86]=CC=1.O>>[NH:28]([C:76]([CH3:78])=[O:77])[C@H:26]([C:59]([NH:29][C@H:30]([C:56]([NH:1][CH:2]([CH3:6])[CH3:3])=[O:58])[CH2:31][CH2:32][CH2:33][NH:34][C:35](=[NH:55])[NH2:36])=[O:61])[C@H:88]([CH2:87][CH3:86])[CH3:83].[F:79][C:78]([F:81])([F:80])[C:76]([O-:82])=[O:77] |f:3.4.5|. Procedure details: The procedure described in Example 1 can used but substituting Fmoc-Arg(Pbf)-[4-(4-N-isopropyl)methyl-3-methoxyphenoxy]butyryl AM resin for Fmoc-Pro Sieber ethylamide resin and omitting the coupling with Fmoc-Arg(Pmc). Upon completion of the synthesis the peptide can be cleaved from the resin using a mixture of (95:2.5:2.5) TFA/anisole/water for 3 hr. The peptide solution can be concentrated in vacuo and then precipitated with diethyl ether. The crude peptide can be purified by HPLC using C-18 c... Reactants: ClC1=NC2=CC=CC=C2C(=C1)C(=O)NC=1C(=C(C(=O)OC)C=CC1C)C (methyl 3-(2-chloroquinoline-4-carboxamido)-2,4-dimethylbenzoate), C(C)(C)(C)[Si](OC1CCNCC1)(C)C (tert-butyl-dimethyl-(4-piperidyloxy)silane), C(=O)([O-])[O-].[Cs+].[Cs+] (Cs2CO3). The reagents and catalysts are C=1C=CC(=CC1)/C=C/C(=O)/C=C/C2=CC=CC=C2.C=1C=CC(=CC1)/C=C/C(=O)/C=C/C2=CC=CC=C2.C=1C=CC(=CC1)/C=C/C(=O)/C=C/C2=CC=CC=C2.[Pd].[Pd] (Pd2(dba)3), COC=1C=CC=C(C1C=2C=CC=CC2P(C3CCCCC3)C4CCCCC4)OC (S-Phos). Solvent: O1CCOCC1 (1,4-dioxane). Conditions: temperature 80 celsius, time 16 hour. Yields the product [Si](C)(C)(C(C)(C)C)OC1CCN(CC1)C1=NC2=CC=CC=C2C(=C1)C(=O)NC=1C(=C(C(=O)OC)C=CC1C)C (methyl 3-[[2-[4-[tert-butyl(dimethyl)silyl]oxy-1-piperidyl]quinoline-4-carbonyl]amino]-2,4-dimethyl-benzoate). The yield is 163.8%. RXN SMILES: Cl[C:2]1[CH:11]=[C:10]([C:12]([NH:14][C:15]2[C:16]([CH3:26])=[C:17]([CH:22]=[CH:23][C:24]=2[CH3:25])[C:18]([O:20][CH3:21])=[O:19])=[O:13])[C:9]2[C:4](=[CH:5][CH:6]=[CH:7][CH:8]=2)[N:3]=1.[C:27]([Si:31]([CH3:40])([CH3:39])[O:32][CH:33]1[CH2:38][CH2:37][NH:36][CH2:35][CH2:34]1)([CH3:30])([CH3:29])[CH3:28].C([O-])([O-])=O.[Cs+].[Cs+]>O1CCOCC1.C1C=CC(/C=C/C(/C=C/C2C=CC=CC=2)=O)=CC=1.C1C=CC(/C=C/C(/C=C/C2C=CC=CC=2)=O)=CC=1.C1C=CC(/C=C/C(/C=C/C2C=CC=CC=2)=O)=CC=1.[Pd].[Pd].COC1C=CC=C(OC)C=1C1C=CC=CC=1P(C1CCCCC1)C1CCCCC1>[Si:31]([O:32][CH:33]1[CH2:34][CH2:35][N:36]([C:2]2[CH:11]=[C:10]([C:12]([NH:14][C:15]3[C:16]([CH3:26])=[C:17]([CH:22]=[CH:23][C:24]=3[CH3:25])[C:18]([O:20][CH3:21])=[O:19])=[O:13])[C:9]3[C:4](=[CH:5][CH:6]=[CH:7][CH:8]=3)[N:3]=2)[CH2:37][CH2:38]1)([C:27]([CH3:30])([CH3:29])[CH3:28])([CH3:40])[CH3:39] |f:2.3.4,6.7.8.9.10|. Procedure details: To a solution of methyl 3-(2-chloroquinoline-4-carboxamido)-2,4-dimethylbenzoate (0.54 g, 0.00146 mol), tert-butyl-dimethyl-(4-piperidyloxy)silane (0.63 g, 0.00293 mol, see preparation 3) and Cs2CO3 (1.43 g, 0.0044 mol) in 1,4-dioxane (8 ml) is added Pd2(dba)3 (0.134 g, 0.000146 mol) followed by S-Phos (0.060 g, 0.000146 mol). The reaction mixture is purged with nitrogen for 5 minutes and then stirred at 80° C. After 16 hours, the reaction is cooled to ambient temperature, filtered through Celit... RXN SMILES: [C:14]([O-:15])(=[O:16])[CH3:17].[C:19]([O-:20])(=[O:21])[CH3:22].[CH2:1]([CH:2]=[CH2:3])[Cl:4].[CH3:5][SiH:6]([c:7]1[cH:8][cH:9][cH:10][cH:11][cH:12]1)[CH3:13].[Pd+2:18]>>[Cl:4][Si:6]([CH3:5])([c:7]1[cH:8][cH:9][cH:10][cH:11][cH:12]1)[CH3:13]. Reactants: CC(=O)[O-], CC(=O)[O-], C=CCCl, C[SiH](C)c1ccccc1, [Pd+2]. Product: C[Si](C)(Cl)c1ccccc1.